This data is from the Open Reaction Database (ORD), a public repository of structured organic reaction records. The task is: describe an organic reaction: reactants, conditions, products, and yield The reactants are S(=O)(=O)(O)C1=CC=C(C)C=C1.C(C1=CC=CC=C1)OC(CCN)=O (β-alanine benzyl ester tosylate), C(=O)(OC(C)(C)C)N[C@@H](CC1=CC=CC=C1)C(=O)O (Boc-L-phenylalanine), O (H2O), CCN=C=NCCCN(C)C.Cl (WSCDI), C(C)(C)N(CC)C(C)C (DIPEA). Run in ClCCl (dichloromethane). Conditions: time 40 minute. The product is C(=O)(OC(C)(C)C)N[C@@H](CC1=CC=CC=C1)C(=O)NCCC(=O)OCC1=CC=CC=C1 (Boc-L-phenylalanyl-β-alanine, benzyl ester). RXN SMILES: [C:1]([NH:8][C@H:9]([C:17]([OH:19])=O)[CH2:10][C:11]1[CH:16]=[CH:15][CH:14]=[CH:13][CH:12]=1)([O:3][C:4]([CH3:7])([CH3:6])[CH3:5])=[O:2].O.CCN=C=NCCCN(C)C.Cl.S(C1C=CC(C)=CC=1)(O)(=O)=O.[CH2:44]([O:51][C:52](=[O:56])[CH2:53][CH2:54][NH2:55])[C:45]1[CH:50]=[CH:49][CH:48]=[CH:47][CH:46]=1.C(N(C(C)C)CC)(C)C>ClCCl>[C:1]([NH:8][C@H:9]([C:17]([NH:55][CH2:54][CH2:53][C:52]([O:51][CH2:44][C:45]1[CH:50]=[CH:49][CH:48]=[CH:47][CH:46]=1)=[O:56])=[O:19])[CH2:10][C:11]1[CH:12]=[CH:13][CH:14]=[CH:15][CH:16]=1)([O:3][C:4]([CH3:5])([CH3:6])[CH3:7])=[O:2] |f:2.3,4.5|. Reported procedure: Boc-L-phenylalanine (1.32 g, 5.00 mmol) was dissolved in dichloromethane (50 mL) and treated with HoBt.H2O (1.53 g, 2.00 mmol) followed by WSCDI (water soluble carbodiimide) (1.00 g, 5.24 mmol). After stirring for 40 minutes, β-alanine benzyl ester tosylate (1.85 g, 5.27 mmol) was added, followed by DIPEA (diisopropylethylamine) (1.29 g, 10 mmol). Stirring was continued overnight, then the solvent removed. The residue was dissolved in ethyl acetate (30 mL) and washed with water, 10% sodium bicar... Reactants: CCn1cc(C(=O)O)c(=O)c2cc(F)c(N3CCNC(COC)C3)cc21, C=O, O=CO. Yields the product CCn1cc(C(=O)O)c(=O)c2cc(F)c(N3CCN(C)C(COC)C3)cc21. As a reaction SMILES: [CH2:1]([CH3:2])[n:3]1[cH:4][c:5]([C:24](=[O:25])[OH:26])[c:6](=[O:23])[c:7]2[cH:8][c:9]([F:22])[c:10]([N:13]3[CH2:14][CH:15]([CH2:19][O:20][CH3:21])[NH:16][CH2:17][CH2:18]3)[cH:11][c:12]12.[CH2:27]=[O:28].[CH:29]([OH:30])=[O:31]>>[CH2:1]([CH3:2])[n:3]1[cH:4][c:5]([C:24](=[O:25])[OH:26])[c:6](=[O:23])[c:7]2[cH:8][c:9]([F:22])[c:10]([N:13]3[CH2:14][CH:15]([CH2:19][O:20][CH3:21])[N:16]([CH3:27])[CH2:17][CH2:18]3)[cH:11][c:12]12. The reactants are CCCCC(C)(Cc1ccc(OCCNC(=O)c2ccc(-c3ccccn3)cc2)cc1)C(=O)OCC, [K+], [Na+], [OH-], [OH-]. Yields the product CCCCC(C)(Cc1ccc(OCCNC(=O)c2ccc(-c3ccccn3)cc2)cc1)C(=O)O. RXN SMILES: [CH2:1]([CH2:2][CH2:3][CH3:4])[C:5]([C:6](=[O:7])[O:8][CH2:9][CH3:10])([CH2:11][c:12]1[cH:13][cH:14][c:15]([O:18][CH2:19][CH2:20][NH:21][C:22]([c:23]2[cH:24][cH:25][c:26](-[c:29]3[n:30][cH:31][cH:32][cH:33][cH:34]3)[cH:27][cH:28]2)=[O:35])[cH:16][cH:17]1)[CH3:36].[K+:40].[Na+:38].[OH-:37].[OH-:39]>>[CH2:1]([CH2:2][CH2:3][CH3:4])[C:5]([C:6](=[O:7])[OH:8])([CH2:11][c:12]1[cH:13][cH:14][c:15]([O:18][CH2:19][CH2:20][NH:21][C:22]([c:23]2[cH:24][cH:25][c:26](-[c:29]3[n:30][cH:31][cH:32][cH:33][cH:34]3)[cH:27][cH:28]2)=[O:35])[cH:16][cH:17]1)[CH3:36].